Dataset: the Open Reaction Database (ORD), a public repository of structured organic reaction records. Task: describe an organic reaction: reactants, conditions, products, and yield The reactants are Cl.O1CCOCC1 (Hydrochloric acid dioxane), C(C)(C)(C)OC(=O)N1C[C@@H]2CN(C[C@@H]2C1)C=1NC2=C(N1)C=CC(=C2)C2=CC=CC=C2 (2-(3-tert-butoxycarbonyl-cis-3,7-diazabicyclo[3.3.0]oct-7-yl)-5-phenylbenzimidazole). Run at time 1 hour. Yields the product Cl.[C@@H]12CN(C[C@H]2CNC1)C=1NC2=C(N1)C=CC(=C2)C2=CC=CC=C2 (2-(cis-3,7-diazabicyclo[3.3.0]oct-3-yl)-5-phenylbenzimidazole hydrochloride). Reaction SMILES: [ClH:1].O1CCOCC1.C(OC([N:15]1[CH2:22][C@@H:21]2[C@@H:17]([CH2:18][N:19]([C:23]3[NH:24][C:25]4[CH:31]=[C:30]([C:32]5[CH:37]=[CH:36][CH:35]=[CH:34][CH:33]=5)[CH:29]=[CH:28][C:26]=4[N:27]=3)[CH2:20]2)[CH2:16]1)=O)(C)(C)C>>[ClH:1].[C@@H:17]12[CH2:16][NH:15][CH2:22][C@@H:21]1[CH2:20][N:19]([C:23]1[NH:24][C:25]3[CH:31]=[C:30]([C:32]4[CH:37]=[CH:36][CH:35]=[CH:34][CH:33]=4)[CH:29]=[CH:28][C:26]=3[N:27]=1)[CH2:18]2 |f:0.1,3.4|. Reported procedure: 4N Hydrochloric acid/dioxane solution (1 mL) was added to 2-(3-tert-butoxycarbonyl-cis-3,7-diazabicyclo[3.3.0]oct-7-yl)-5-phenylbenzimidazole (26 mg), followed by stirring at room temperature for 1 hr. The reaction mixture was concentrated under reduced pressure to give the title compound (26 mg). Starting materials: ClCCl, COc1cccc2c1CCCCN2C(=O)CN1C(=O)C(Cc2nn(C(=O)OC(C)(C)C)c3ccccc23)C(=O)N(c2ccccc2)c2ccccc21, O=C(O)C(F)(F)F. The product is COc1cccc2c1CCCCN2C(=O)CN1C(=O)C(Cc2n[nH]c3ccccc23)C(=O)N(c2ccccc2)c2ccccc21. Reaction SMILES: [CH2:60]([Cl:61])[Cl:62].[CH3:1][O:2][c:3]1[cH:4][cH:5][cH:6][c:7]2[c:8]1[CH2:9][CH2:10][CH2:11][CH2:12][N:13]2[C:14]([CH2:15][N:16]1[C:17](=[O:51])[CH:18]([CH2:34][c:35]2[n:36][n:37]([C:44]([O:45][C:46]([CH3:47])([CH3:48])[CH3:49])=[O:50])[c:38]3[cH:39][cH:40][cH:41][cH:42][c:43]23)[C:19](=[O:33])[N:20]([c:27]2[cH:28][cH:29][cH:30][cH:31][cH:32]2)[c:21]2[c:22]1[cH:23][cH:24][cH:25][cH:26]2)=[O:52].[OH:53][C:54]([C:55]([F:56])([F:57])[F:58])=[O:59]>>[CH3:1][O:2][c:3]1[cH:4][cH:5][cH:6][c:7]2[c:8]1[CH2:9][CH2:10][CH2:11][CH2:12][N:13]2[C:14]([CH2:15][N:16]1[C:17](=[O:51])[CH:18]([CH2:34][c:35]2[n:36][nH:37][c:38]3[cH:39][cH:40][cH:41][cH:42][c:43]23)[C:19](=[O:33])[N:20]([c:27]2[cH:28][cH:29][cH:30][cH:31][cH:32]2)[c:21]2[c:22]1[cH:23][cH:24][cH:25][cH:26]2)=[O:52]. The reactants are Cl.FC=1C=C(C(=O)O)C=CC1OCCN1CCCCC1 (3-fluoro-4-(2-piperidin-1-ylethoxy)benzoic acid hydrochloride), C1(=CC=CC=C1)C (toluene). Run in S(=O)(Cl)Cl (thionyl chloride). Reaction conditions: temperature 110 celsius, time 1.5 hour. Yields the product Cl.FC=1C=C(C(=O)Cl)C=CC1OCCN1CCCCC1 (3-fluoro-4-(2-piperidin-1-ylethoxy)benzoyl chloride hydrochloride). Yield: 165.9%. As a reaction SMILES: [ClH:1].[F:2][C:3]1[CH:4]=[C:5]([CH:9]=[CH:10][C:11]=1[O:12][CH2:13][CH2:14][N:15]1[CH2:20][CH2:19][CH2:18][CH2:17][CH2:16]1)[C:6](O)=[O:7].C1(C)C=CC=CC=1>S(Cl)(Cl)=O>[ClH:1].[F:2][C:3]1[CH:4]=[C:5]([CH:9]=[CH:10][C:11]=1[O:12][CH2:13][CH2:14][N:15]1[CH2:20][CH2:19][CH2:18][CH2:17][CH2:16]1)[C:6]([Cl:1])=[O:7] |f:0.1,4.5|. Reported procedure: To a solution of 3-fluoro-4-(2-piperidin-1-ylethoxy)benzoic acid hydrochloride (2.5 g) in thionyl chloride (25 ml) was added toluene (25 ml), the solution was stirred for 1.5 hours at 110° C., and then the reaction solution was concentrated in vacuo to provide 3-fluoro-4-(2-piperidin-1-ylethoxy)benzoyl chloride hydrochloride (2.2 g). To a solution of 5-methoxy-2-(6-methoxynaphthalen-2-yl)phenylamine (280 mg) in pyridine (3 ml) was added 3-fluoro-4-(2-piperidin-1-ylethoxy)benzoyl chloride hydroch... The reactants are CCO, CON=C(C(C)=O)c1ccccc1, NN, O, O. Yields the product CON=C(C(C)=NN)c1ccccc1. Reaction SMILES: [CH3:18][CH2:19][OH:20].[CH3:1][O:2][N:3]=[C:4]([C:5]([CH3:6])=[O:7])[c:8]1[cH:9][cH:10][cH:11][cH:12][cH:13]1.[NH2:15][NH2:16].[OH2:14].[OH2:17]>>[CH3:1][O:2][N:3]=[C:4]([C:5]([CH3:6])=[N:15][NH2:16])[c:8]1[cH:9][cH:10][cH:11][cH:12][cH:13]1.